Dataset: the Open Reaction Database (ORD), a public repository of structured organic reaction records. Task: describe an organic reaction: reactants, conditions, products, and yield The reactants are N1=CC(=CC=C1)C1SCC(N1)C(=O)O (2-(3-pyridyl)thiazolidine-4-caroxylic acid), N1(CCCC1)C(=O)CN1CCNCC1 (1-(pyrrolidinecarbonylmethyl)piperazine), ON1N=NC2=C1C=CC=C2 (1-hydroxybenzotriazole), C1(CCCCC1)N=C=NC1CCCCC1 (dicyclohexylcarbodiimide). Solvent: CN(C=O)C (N,N-dimethylformamide). Reaction conditions: time 8 hour. The product is N1=CC(=CC=C1)C1SCC(N1)C(=O)N1CCN(CC1)CC(=O)N1CCCC1 (1-[2-(3-pyridyl)thiazolidine-4-ylcarbonyl]-4-[1-(pyrrolidinyl)carbonylmethyl]piperazine). The yield is 59.1%. RXN SMILES: [N:1]1[CH:6]=[CH:5][CH:4]=[C:3]([CH:7]2[NH:11][CH:10]([C:12]([OH:14])=O)[CH2:9][S:8]2)[CH:2]=1.[N:15]1([C:20]([CH2:22][N:23]2[CH2:28][CH2:27][NH:26][CH2:25][CH2:24]2)=[O:21])[CH2:19][CH2:18][CH2:17][CH2:16]1.ON1C2C=CC=CC=2N=N1.C1(N=C=NC2CCCCC2)CCCCC1>CN(C)C=O>[N:1]1[CH:6]=[CH:5][CH:4]=[C:3]([CH:7]2[NH:11][CH:10]([C:12]([N:26]3[CH2:25][CH2:24][N:23]([CH2:22][C:20]([N:15]4[CH2:16][CH2:17][CH2:18][CH2:19]4)=[O:21])[CH2:28][CH2:27]3)=[O:14])[CH2:9][S:8]2)[CH:2]=1. Procedure details: To a solution of 2-(3-pyridyl)thiazolidine-4-caroxylic acid 2.1 g, 1-(pyrrolidinecarbonylmethyl)piperazine 1.8 g, 1-hydroxybenzotriazole 1.5 g and N,N-dimethylformamide 50 ml was added dicyclohexylcarbodiimide 2 g under ice-cooling, and the mixture was stirred overnight at room temperature. The resultant dicyclohexylurea was filtered off and the filtrate concentrated under reduced pressure. To the residue were added ethyl acetate 100 ml and water 10 ml, the mixture was basified by addition of so...